Dataset: the Open Reaction Database (ORD), a public repository of structured organic reaction records. Task: describe an organic reaction: reactants, conditions, products, and yield The reactants are N (ammonia), [H][H] (hydrogen), C(CCC)C(C=O)(CCC#N)CC (2-butyl-2-ethyl-4-cyanobutanal), C(CCC)C(C=O)(CCC#N)CC (2-butyl-2-ethyl-4-cyanobutanal), N (NH3). The product is C(CCC)C1(CNCCC1)CC (3-butyl-3-ethylpiperidine), C(CCC)C(CN)(CCCN)CC (2-butyl- 2-ethylpentane-1,5-diamine). RXN SMILES: [CH2:1]([C:5]([CH2:12][CH3:13])([CH2:8][CH2:9][C:10]#[N:11])[CH:6]=O)[CH2:2][CH2:3][CH3:4].[NH3:14].[H][H]>>[CH2:1]([C:5]1([CH2:12][CH3:13])[CH2:8][CH2:9][CH2:10][NH:11][CH2:6]1)[CH2:2][CH2:3][CH3:4].[CH2:1]([C:5]([CH2:12][CH3:13])([CH2:8][CH2:9][CH2:10][NH2:11])[CH2:6][NH2:14])[CH2:2][CH2:3][CH3:4]. Procedure details: Example 1 was repeated using 2-butyl-2-ethyl-4-cyanobutanal as the starting material. To this end, 33.6 g per hour of 2-butyl-2-ethyl-4-cyanobutanal (purity 89.0%, 29.9 g, 0.165 mol) and 1344 ml (806 g, 47.4 mol) per hour of liquid ammonia were pumped at 250 bar and 60° C. through the imination reactor. The product stream was subsequently passed through the hydrogenation reactor from bottom to top at 250 bar and 120° C. while simultaneously passing 100 l(S.T.P.)/h (4.5 mol) of hydrogen through t... Reactants: C=CCNC1CCc2ccccc21, CC(C)(CCl)C(=O)Cl, ClCCl. Product: C=CCN(C(=O)C(C)(C)CCl)C1CCc2ccccc21. RXN SMILES: [CH2:1]([CH:2]=[CH2:3])[NH:4][CH:5]1[CH2:6][CH2:7][c:8]2[cH:9][cH:10][cH:11][cH:12][c:13]21.[Cl:14][CH2:15][C:16]([C:17](=[O:18])[Cl:19])([CH3:20])[CH3:21].[Cl:22][CH2:23][Cl:24]>>[CH2:1]([CH:2]=[CH2:3])[N:4]([CH:5]1[CH2:6][CH2:7][c:8]2[cH:9][cH:10][cH:11][cH:12][c:13]21)[C:17]([C:16]([CH2:15][Cl:14])([CH3:20])[CH3:21])=[O:18]. Yields the product FC1(C(N(C2=C(N(C1)CCCC1=CC=CC=C1)N=C(N=C2)NC2=C(C=C(C(=O)N)C=C2)OC)C)=O)F (4-[7,7-difluoro-5-methyl-6-oxo-9-(3-phenyl-propyl)-6,7,8,9-tetrahydro-5H-pyrimido[4,5-b][1,4]diazepin-2-ylamino]-3-methoxy-benzamide). Solvent: CN(C=O)C (dimethylformamide), ice water. Procedure: To a mixture of 0.05 g (0.10 mmole) of 4-[7,7-difluoro-5-methyl-6-oxo-9-(3-phenyl-propyl)-6,7,8,9-tetrahydro-5H-pyrimido[4,5-b][1,4]diazepin-2-ylamino]-3-methoxy-benzoic acid (I-281), 0.07 mL (0.4 mmole) of ethyldiisopropyl amine and 0.011 g (0.20 mmole) of ammonium chloride in 2.0 mL of dimethylformamide was added 0.048 g (0.11 mmole) of 1-(di-1-pyrrolidinylmethylene)-1H-benzotriazolium 3-oxide hexafluorophosphate. The mixture was stirred at room temperature for 1 hour, then diluted with 10 mL ... The reactants are 1-(di-1-pyrrolidinylmethylene)-1H-benzotriazolium 3-oxide hexafluorophosphate, FC1(C(N(C2=C(N(C1)CCCC1=CC=CC=C1)N=C(N=C2)NC2=C(C=C(C(=O)O)C=C2)OC)C)=O)F (4-[7,7-difluoro-5-methyl-6-oxo-9-(3-phenyl-propyl)-6,7,8,9-tetrahydro-5H-pyrimido[4,5-b][1,4]diazepin-2-ylamino]-3-methoxy-benzoic acid), C(C)N(C(C)C)C(C)C (ethyldiisopropyl amine), [Cl-].[NH4+] (ammonium chloride). Run at time 1 hour. As a reaction SMILES: [F:1][C:2]1([F:36])[CH2:8][N:7]([CH2:9][CH2:10][CH2:11][C:12]2[CH:17]=[CH:16][CH:15]=[CH:14][CH:13]=2)[C:6]2[N:18]=[C:19]([NH:22][C:23]3[CH:31]=[CH:30][C:26]([C:27](O)=[O:28])=[CH:25][C:24]=3[O:32][CH3:33])[N:20]=[CH:21][C:5]=2[N:4]([CH3:34])[C:3]1=[O:35].C([N:39](C(C)C)C(C)C)C.[Cl-].[NH4+]>CN(C)C=O>[F:1][C:2]1([F:36])[CH2:8][N:7]([CH2:9][CH2:10][CH2:11][C:12]2[CH:13]=[CH:14][CH:15]=[CH:16][CH:17]=2)[C:6]2[N:18]=[C:19]([NH:22][C:23]3[CH:31]=[CH:30][C:26]([C:27]([NH2:39])=[O:28])=[CH:25][C:24]=3[O:32][CH3:33])[N:20]=[CH:21][C:5]=2[N:4]([CH3:34])[C:3]1=[O:35] |f:2.3|. The yield is 22.2%. The reactants are FC(COC=1C=NC=2CCCCC2C1)(F)F (3-(2,2,2-trifluoroethoxy)-5,6,7,8-tetrahydroquinoline), ClC1=CC(=CC=C1)C(=O)OO (3-chloroperbenzoic acid), C([O-])(O)=O.[Na+] (sodium bicarbonate). Run in ClCCl (dichloromethane). Conditions: time 1.5 hour. The product is FC(COC=1C=[N+](C=2CCCCC2C1)[O-])(F)F (3-(2,2,2-trifluoroethoxy)-5,6,7,8-tetrahydroquinoline 1-oxide). The yield is 142.5%. Reaction SMILES: [F:1][C:2]([F:16])([F:15])[CH2:3][O:4][C:5]1[CH:6]=[N:7][C:8]2[CH2:9][CH2:10][CH2:11][CH2:12][C:13]=2[CH:14]=1.ClC1C=CC=C(C(OO)=[O:25])C=1.C(=O)(O)[O-].[Na+]>ClCCl>[F:16][C:2]([F:1])([F:15])[CH2:3][O:4][C:5]1[CH:6]=[N+:7]([O-:25])[C:8]2[CH2:9][CH2:10][CH2:11][CH2:12][C:13]=2[CH:14]=1 |f:2.3|. Procedure details: A mixture of 3-(2,2,2-trifluoroethoxy)-5,6,7,8-tetrahydroquinoline (495 mg, 2.1 mmol) and 3-chloroperbenzoic acid (ca 75%, 739 mg, 3.2 mmol) in dichloromethane (10 mL) was stirred at room temperature for 1.5 hour. Then, the mixture was poured into saturated sodium bicarbonate aqueous solution (50 mL), and the aqueous phase was extracted with dichloromethane. The organic layer was dried over magnesium sulfate and concentrated in vacuo to give 740 mg of the crude title compound. This was used for ... Run at temperature 0 celsius. Procedure: A solution of N-(2-oxopropyl)morpholine (82 g, 0.57 mmol) in diethyl ether (400 ml) was added to a solution of 3M CH3MgBr (500 ml, 1.5 ml) in anhydrous diethyl ether (21) and stirred at 0° C. under an argon atmosphere. The mixture was stirred at ambient temperature for 16 hours, treated with 12N HCl (50 ml) and extracted with ethyl acetate. The product was purified by flash column chromatography eluting with ethyl acetate to give N-(2-hydroxy-2-methylpropyl)morpholine. The yield is 33.0%. RXN SMILES: [O:1]=[C:2]([CH3:10])[CH2:3][N:4]1[CH2:9][CH2:8][O:7][CH2:6][CH2:5]1.[CH3:11][Mg+].[Br-].Cl>C(OCC)C>[OH:1][C:2]([CH3:11])([CH3:10])[CH2:3][N:4]1[CH2:9][CH2:8][O:7][CH2:6][CH2:5]1 |f:1.2|. Run in C(C)OCC (diethyl ether), C(C)OCC (diethyl ether). Starting materials: Cl (HCl), O=C(CN1CCOCC1)C (N-(2-oxopropyl)morpholine), C[Mg+].[Br-] (CH3MgBr). Yields the product OC(CN1CCOCC1)(C)C (N-(2-hydroxy-2-methylpropyl)morpholine). Starting materials: CO, CCOC(=O)Cc1c(-c2ccccc2)[nH]c2ccc(C)cc12, Cl, [Na+], [OH-]. Yields the product Cc1ccc2[nH]c(-c3ccccc3)c(CC(=O)O)c2c1. As a reaction SMILES: [CH3:26][OH:27].[CH3:3][c:4]1[cH:5][c:6]2[c:7]([CH2:19][C:20](=[O:21])[O:22][CH2:23][CH3:24])[c:8](-[c:13]3[cH:14][cH:15][cH:16][cH:17][cH:18]3)[nH:9][c:10]2[cH:11][cH:12]1.[ClH:25].[Na+:2].[OH-:1]>>[CH3:3][c:4]1[cH:5][c:6]2[c:7]([CH2:19][C:20](=[O:21])[OH:22])[c:8](-[c:13]3[cH:14][cH:15][cH:16][cH:17][cH:18]3)[nH:9][c:10]2[cH:11][cH:12]1.